From a dataset of the Open Reaction Database (ORD), a public repository of structured organic reaction records. describe an organic reaction: reactants, conditions, products, and yield Starting materials: COC1=CC=C(C=C1)CCC(C)NCC(O)C1=CC(=C(C=C1)C)SC (α-{[3-(4-methoxyphenyl)-1-methylpropylamino]-methyl}-4-methyl-3-methylthiobenzenemethanol), OO (hydrogen peroxide). Yields the product COC1=CC=C(C=C1)CCC(C)NCC(O)C1=CC(=C(C=C1)C)S(=O)C (α-{[3-(4-methoxyphenyl)-1-methylpropylamino]methyl}-4-methyl-3-methylsulfinylbenzenemethanol). The solvent is CO (methanol). Run at time 8 hour. Procedure details: In 70 ml of methanol was dissolved 2.5 g of α-{[3-(4-methoxyphenyl)-1-methylpropylamino]-methyl}-4-methyl-3-methylthiobenzenemethanol and then 8 ml of an aqueous 30% hydrogen peroxide solution was added dropwise to the solution under ice-cooling. After allowing the reaction mixture to stand overnight the at room temperature, methanol was distilled off and after adding 50 ml of water to the residue, the product was extracted with ethyl acetate. The ethyl acetate layer formed was dried with anhydr... As a reaction SMILES: [CH3:1][O:2][C:3]1[CH:8]=[CH:7][C:6]([CH2:9][CH2:10][CH:11]([NH:13][CH2:14][CH:15]([C:17]2[CH:22]=[CH:21][C:20]([CH3:23])=[C:19]([S:24][CH3:25])[CH:18]=2)[OH:16])[CH3:12])=[CH:5][CH:4]=1.[OH:26]O>CO>[CH3:1][O:2][C:3]1[CH:8]=[CH:7][C:6]([CH2:9][CH2:10][CH:11]([NH:13][CH2:14][CH:15]([C:17]2[CH:22]=[CH:21][C:20]([CH3:23])=[C:19]([S:24]([CH3:25])=[O:26])[CH:18]=2)[OH:16])[CH3:12])=[CH:5][CH:4]=1. Reactants: BrC=1C(=NC=CC1)F (3-bromo-2-fluoropyridine), C1(C=CCC1)=O (2-cyclopenten-1-one), CN(C1CCCCC1)C1CCCCC1 (n-methyldicyclohexylamine). Reagents/catalysts: CC(C)([P](C(C)(C)C)([Pd][P](C(C)(C)C)(C(C)(C)C)C(C)(C)C)C(C)(C)C)C (bis(tri-tert-butylphosphine)palladium). Run in CCOC(=O)C (EtOAc), O1CCOCC1 (1,4-dioxane). Conditions: temperature 23 celsius, time 21 hour. Yields the product FC1=NC=CC=C1C1=CC(CC1)=O (3-(2-fluoropyridin-3-yl)cyclopent-2-enone). RXN SMILES: Br[C:2]1[C:3]([F:8])=[N:4][CH:5]=[CH:6][CH:7]=1.[C:9]1(=[O:14])[CH2:13][CH2:12][CH:11]=[CH:10]1.CN(C1CCCCC1)C1CCCCC1>O1CCOCC1.CCOC(C)=O.CC(C)([P](C(C)(C)C)([Pd][P](C(C)(C)C)(C(C)(C)C)C(C)(C)C)C(C)(C)C)C>[F:8][C:3]1[C:2]([C:11]2[CH2:12][CH2:13][C:9](=[O:14])[CH:10]=2)=[CH:7][CH:6]=[CH:5][N:4]=1 |^1:43,49|. Reported procedure: A solution of 3-bromo-2-fluoropyridine (4 g, 22.73 mmol), 2-cyclopenten-1-one (7.35 mL, 91 mmol), n-methyldicyclohexylamine (12.05 mL, 56.8 mmol) and bis(tri-tert-butylphosphine)palladium (0) (0.581 g, 1.136 mmol) in 1,4-dioxane (50 mL) was heated to 105° C. in a capped vessel. After 21 h, the reaction was cooled to 23° C., diluted with EtOAc (400 mL) and washed with water (150 mL) and brine (150 mL), dried over MgSO4, concentrated in vacuo and purified by silica gel chromatography (eluant: 15-5...